This data is from the Open Reaction Database (ORD), a public repository of structured organic reaction records. The task is: describe an organic reaction: reactants, conditions, products, and yield Reactants: OC1=C(C(=O)C2=C(C(=C(OCC(=O)OCC)C=C2)Cl)Cl)C=CC=C1 (ethyl 4-(2-hydroxybenzoyl)-2,3-dichlorophenoxyacetate), [OH-].[K+] (potassium hydroxide). Solvent: C(C)O (ethanol). Product: OC1=C(C(=O)C2=C(C(=C(OCC(=O)O)C=C2)Cl)Cl)C=CC=C1 (4-(2-Hydroxybenzoyl)-2,3-dichlorophenoxyacetic acid). As a reaction SMILES: [OH:1][C:2]1[CH:24]=[CH:23][CH:22]=[CH:21][C:3]=1[C:4]([C:6]1[CH:18]=[CH:17][C:9]([O:10][CH2:11][C:12]([O:14]CC)=[O:13])=[C:8]([Cl:19])[C:7]=1[Cl:20])=[O:5].[OH-].[K+]>C(O)C>[OH:1][C:2]1[CH:24]=[CH:23][CH:22]=[CH:21][C:3]=1[C:4]([C:6]1[CH:18]=[CH:17][C:9]([O:10][CH2:11][C:12]([OH:14])=[O:13])=[C:8]([Cl:19])[C:7]=1[Cl:20])=[O:5] |f:1.2|. Reported procedure: 4-(2-Hydroxybenzoyl)-2,3-dichlorophenoxyacetic acid was prepared by hydrolysis of ethyl 4-(2-hydroxybenzoyl)-2,3-dichlorophenoxyacetate with potassium hydroxide in ethanol at room temperature; m.p. 201°-203° C.